From a dataset of the Open Reaction Database (ORD), a public repository of structured organic reaction records. describe an organic reaction: reactants, conditions, products, and yield Starting materials: Cc1cc(C)c(-c2cccc(C(=O)CC(=O)Nc3cc(C(F)(F)F)c(C)cc3NC(=O)OC(C)(C)C)c2)cn1, ClCCl, O=C(O)C(F)(F)F. The product is Cc1cc(C)c(-c2cccc(C3=Nc4cc(C)c(C(F)(F)F)cc4NC(=O)C3)c2)cn1. RXN SMILES: [C:1]([O:2][C:3](=[O:4])[NH:7][c:8]1[c:9]([NH:19][C:20]([CH2:21][C:22](=[O:5])[c:24]2[cH:25][c:26](-[c:30]3[cH:31][n:32][c:33]([CH3:37])[cH:34][c:35]3[CH3:36])[cH:27][cH:28][cH:29]2)=[O:38])[cH:10][c:11]([C:15]([F:16])([F:17])[F:18])[c:12]([CH3:14])[cH:13]1)([CH3:6])([CH3:23])[CH3:39].[Cl:47][CH2:48][Cl:49].[F:40][C:41]([F:42])([F:43])[C:44]([OH:45])=[O:46]>>[N:7]1=[C:22]([c:24]2[cH:25][c:26](-[c:30]3[cH:31][n:32][c:33]([CH3:37])[cH:34][c:35]3[CH3:36])[cH:27][cH:28][cH:29]2)[CH2:21][C:20](=[O:38])[NH:19][c:9]2[c:8]1[cH:13][c:12]([CH3:14])[c:11]([C:15]([F:16])([F:17])[F:18])[cH:10]2. The reactants are Cl.C1(=CC=CC=C1)N(C(=O)C1=CC2=C(N(C(=N2)CCC2=CC=C(C=C2)C(N)=N)C)C=C1)CCC(=O)OCC (1-methyl-2-[2-(4-amidinophenyl)ethyl]benzimidazol-5-yl-carboxylic acid-N-phenyl-N-(2-ethoxycarbonylethyl)amide hydrochloride), [OH-].[Na+] (sodium hydroxide), C27H27N5O3. Product: Cl.C1(=CC=CC=C1)N(C(=O)C1=CC2=C(N(C(=N2)CCC2=CC=C(C=C2)C(N)=N)C)C=C1)CCC(=O)O (1-Methyl-2-[2-(4-amidinophenyl)ethyl]benzimidazol-5-yl-carboxylic acid-N-phenyl-N-(2-hydroxycarbonylethyl)amide hydrochloride). The yield is 71.0%. Reaction SMILES: [ClH:1].[C:2]1([N:8]([CH2:32][CH2:33][C:34]([O:36]CC)=[O:35])[C:9]([C:11]2[CH:31]=[CH:30][C:14]3[N:15]([CH3:29])[C:16]([CH2:18][CH2:19][C:20]4[CH:25]=[CH:24][C:23]([C:26](=[NH:28])[NH2:27])=[CH:22][CH:21]=4)=[N:17][C:13]=3[CH:12]=2)=[O:10])[CH:7]=[CH:6][CH:5]=[CH:4][CH:3]=1.[OH-].[Na+]>>[ClH:1].[C:2]1([N:8]([CH2:32][CH2:33][C:34]([OH:36])=[O:35])[C:9]([C:11]2[CH:31]=[CH:30][C:14]3[N:15]([CH3:29])[C:16]([CH2:18][CH2:19][C:20]4[CH:25]=[CH:24][C:23]([C:26](=[NH:27])[NH2:28])=[CH:22][CH:21]=4)=[N:17][C:13]=3[CH:12]=2)=[O:10])[CH:3]=[CH:4][CH:5]=[CH:6][CH:7]=1 |f:0.1,2.3,4.5|. Procedure details: Prepared analogously to Example 26 from 1-methyl-2-[2-(4-amidinophenyl)ethyl]benzimidazol-5-yl-carboxylic acid-N-phenyl-N-(2-ethoxycarbonylethyl)amide hydrochloride and sodium hydroxide solution. Yield: 71% of theory, C27H27N5O3 (469.6); EKA mass spectrum: (M+H)+=470; (M+H+Na)++=246.6; (M+Na)+=492; (M+2H)++=235.6. The product is CNC(=O)Nc1ccc2cc(-c3ccccc3C(F)(F)F)[nH]c(=O)c2c1. Reaction SMILES: [C:65](=[O:66])([O-:67])[O-:68].[CH2:134]1[O:135][CH2:136][CH2:137][O:138][CH2:139]1.[CH3:23][C:24]1([CH3:25])[c:26]2[cH:27][cH:28][cH:29][c:30]([P:31]([c:32]3[cH:33][cH:34][cH:35][cH:36][cH:37]3)[c:38]3[cH:39][cH:40][cH:41][cH:42][cH:43]3)[c:44]2[O:45][c:46]2[c:47]1[cH:48][cH:49][cH:50][c:51]2[P:52]([c:53]1[cH:54][cH:55][cH:56][cH:57][cH:58]1)[c:59]1[cH:60][cH:61][cH:62][cH:63][cH:64]1.[CH3:71][NH:72][C:73](=[O:74])[NH2:75].[Cl-:76].[Cs+:69].[Cs+:70].[I:1][c:2]1[cH:3][cH:4][c:5]2[cH:6][c:7](-[c:13]3[c:14]([C:19]([F:20])([F:21])[F:22])[cH:15][cH:16][cH:17][cH:18]3)[nH:8][c:9](=[O:12])[c:10]2[cH:11]1.[NH4+:77].[O:116]=[C:117]([CH:118]=[CH:119][c:120]1[cH:121][cH:122][cH:123][cH:124][cH:125]1)[CH:126]=[CH:127][c:128]1[cH:129][cH:130][cH:131][cH:132][cH:133]1.[O:80]=[C:81]([CH:82]=[CH:83][c:84]1[cH:85][cH:86][cH:87][cH:88][cH:89]1)[CH:90]=[CH:91][c:92]1[cH:93][cH:94][cH:95][cH:96][cH:97]1.[O:98]=[C:99]([CH:100]=[CH:101][c:102]1[cH:103][cH:104][cH:105][cH:106][cH:107]1)[CH:108]=[CH:109][c:110]1[cH:111][cH:112][cH:113][cH:114][cH:115]1.[Pd:78].[Pd:79]>>[c:2]1([NH:75][C:73]([NH:72][CH3:71])=[O:74])[cH:3][cH:4][c:5]2[cH:6][c:7](-[c:13]3[c:14]([C:19]([F:20])([F:21])[F:22])[cH:15][cH:16][cH:17][cH:18]3)[nH:8][c:9](=[O:12])[c:10]2[cH:11]1. Starting materials: O=C([O-])[O-], C1COCCO1, CC1(C)c2cccc(P(c3ccccc3)c3ccccc3)c2Oc2c(P(c3ccccc3)c3ccccc3)cccc21, CNC(N)=O, [Cl-], [Cs+], [Cs+], O=c1[nH]c(-c2ccccc2C(F)(F)F)cc2ccc(I)cc12, [NH4+], O=C(C=Cc1ccccc1)C=Cc1ccccc1, O=C(C=Cc1ccccc1)C=Cc1ccccc1, O=C(C=Cc1ccccc1)C=Cc1ccccc1, [Pd], [Pd]. Reactants: C(=O)C1=CNC2=CC=C(C=C12)C(=O)OC (methyl 3-formyl-1H-indole-5-carboxylate), [BH4-].[Na+] (sodium borohydride). Run in CO (methanol). Reaction conditions: time 30 minute. The product is OCC1=CNC2=CC=C(C=C12)C(=O)OC (methyl 3-(hydroxymethyl)-1H-indole-5-carboxylate). As a reaction SMILES: [CH:1]([C:3]1[C:11]2[C:6](=[CH:7][CH:8]=[C:9]([C:12]([O:14][CH3:15])=[O:13])[CH:10]=2)[NH:5][CH:4]=1)=[O:2].[BH4-].[Na+]>CO>[OH:2][CH2:1][C:3]1[C:11]2[C:6](=[CH:7][CH:8]=[C:9]([C:12]([O:14][CH3:15])=[O:13])[CH:10]=2)[NH:5][CH:4]=1 |f:1.2|. Procedure details: A 350 mg portion of methyl 3-formyl-1H-indole-5-carboxylate was suspended in 10 ml of methanol, and 90 mg of sodium borohydride was added at 0° C., followed by stirring at room temperature for 30 minutes. After evaporation of the solvent, ethyl acetate and water were added thereto, and the ethyl acetate layer was washed with water and saturated brine and then dried over anhydrous sodium sulfate. By evaporating the solvent under a reduced pressure, 337 mg of methyl 3-(hydroxymethyl)-1H-indole-5-c... Starting materials: [H-].[Na+] (Sodium hydride), S1(NCCC1)(=O)=O (isothiazolidine-1,1-dioxide), CC1(OC1)C1CCN(CC1)C1=NC=NC2=CC(=C(C=C12)OC)OC (2-methyl-2-[1-(6,7-dimethoxyquinazolin-4-yl)piperid-4-yl]oxirane). The solvent is CN(C)C=O (DMF). Reaction conditions: time 4 hour. Yields the product OC(CN1S(CCC1)(=O)=O)(C)C1CCN(CC1)C1=NC=NC2=CC(=C(C=C12)OC)OC (2-{2-hydroxy-2-[1-(6,7-dimethoxyquinazolin-4-yl)piperid-4-yl]prop-1-yl}isothiazolidine-1,1-dioxide). Reaction SMILES: [H-].[Na+].[S:3]1(=[O:9])(=[O:8])[CH2:7][CH2:6][CH2:5][NH:4]1.[CH3:10][C:11]1([CH:14]2[CH2:19][CH2:18][N:17]([C:20]3[C:29]4[C:24](=[CH:25][C:26]([O:32][CH3:33])=[C:27]([O:30][CH3:31])[CH:28]=4)[N:23]=[CH:22][N:21]=3)[CH2:16][CH2:15]2)[CH2:13][O:12]1>CN(C=O)C>[OH:12][C:11]([CH:14]1[CH2:19][CH2:18][N:17]([C:20]2[C:29]3[C:24](=[CH:25][C:26]([O:32][CH3:33])=[C:27]([O:30][CH3:31])[CH:28]=3)[N:23]=[CH:22][N:21]=2)[CH2:16][CH2:15]1)([CH3:10])[CH2:13][N:4]1[CH2:5][CH2:6][CH2:7][S:3]1(=[O:9])=[O:8] |f:0.1|. Reported procedure: Sodium hydride (1.25 g of a 50% dispersion in oil) was added at room temperature to a stirred solution of isothiazolidine-1,1-dioxide (2.42 g) in DMF (15 cm3). After stirring for 0.5 hours 2-methyl-2-[1-(6,7-dimethoxyquinazolin-4-yl)piperid-4-yl]oxirane (5.0 g) was added and the mixture was stirred for 4 hours at 100°. Volatile material was removed in vacuo, the residue was partitioned between chloroform (100 cm3) and water (50 cm3) and the chloroform layer was dried (MgSO4) and evaporated. The ... Product: CCCCNc1ccc2n[nH]c(=O)n2n1. Reactants: CCCCN, O=c1[nH]nc2ccc(Cl)nn12. Reaction SMILES: [CH2:12]([CH2:13][CH2:14][CH3:15])[NH2:16].[Cl:1][c:2]1[cH:3][cH:4][c:5]2[n:6]([n:7]1)[c:8](=[O:11])[nH:9][n:10]2>>[c:2]1([NH:16][CH2:12][CH2:13][CH2:14][CH3:15])[cH:3][cH:4][c:5]2[n:6]([n:7]1)[c:8](=[O:11])[nH:9][n:10]2. Starting materials: C(C)(=O)OCC (ethyl acetate), NC(C(=O)N[C@@H]([C@@H](C)C1=CC=CC=C1)C=1NC(=CN1)C1=C(C=C(C=C1)C#C[Si](C)(C)C)F)C1=CC=C(C=C1)OCCOC(C)(C)C (2-amino-2-[4-(2-tert-butoxy-ethoxy)-phenyl]-N-{(1S,2S)-1-[5-(2-fluoro-4-trimethylsilanylethynyl-phenyl)-1H-imidazol-2-yl]-2-phenyl-propyl}-acetamide), [F-].C(CCC)[N+](CCCC)(CCCC)CCCC (tetrabutylammonium fluoride). RXN SMILES: [NH2:1][CH:2]([C:33]1[CH:38]=[CH:37][C:36]([O:39][CH2:40][CH2:41][O:42][C:43]([CH3:46])([CH3:45])[CH3:44])=[CH:35][CH:34]=1)[C:3]([NH:5][C@H:6]([C:15]1[NH:16][C:17]([C:20]2[CH:25]=[CH:24][C:23]([C:26]#[C:27][Si](C)(C)C)=[CH:22][C:21]=2[F:32])=[CH:18][N:19]=1)[C@H:7]([C:9]1[CH:14]=[CH:13][CH:12]=[CH:11][CH:10]=1)[CH3:8])=[O:4].[F-].C([N+](CCCC)(CCCC)CCCC)CCC.C(OCC)(=O)C>O1CCCC1>[NH2:1][CH:2]([C:33]1[CH:38]=[CH:37][C:36]([O:39][CH2:40][CH2:41][O:42][C:43]([CH3:44])([CH3:46])[CH3:45])=[CH:35][CH:34]=1)[C:3]([NH:5][C@H:6]([C:15]1[NH:16][C:17]([C:20]2[CH:25]=[CH:24][C:23]([C:26]#[CH:27])=[CH:22][C:21]=2[F:32])=[CH:18][N:19]=1)[C@H:7]([C:9]1[CH:10]=[CH:11][CH:12]=[CH:13][CH:14]=1)[CH3:8])=[O:4] |f:1.2|. Run in O1CCCC1 (tetrahydrofuran), O1CCCC1 (tetrahydrofuran). Reaction conditions: time 2 hour. Procedure details: To a solution of 2-amino-2-[4-(2-tert-butoxy-ethoxy)-phenyl]-N-{(1S,2S)-1-[5-(2-fluoro-4-trimethylsilanylethynyl-phenyl)-1H-imidazol-2-yl]-2-phenyl-propyl}-acetamide (290 mg, 0.45 mmol) in tetrahydrofuran (10 mL) at room temperature under an atmosphere of nitrogen was added 1.0 M tetrabutylammonium fluoride in tetrahydrofuran (680 μL, 0.68 mmol) and the resulting solution was allowed to stir for 2 hours. The reaction was poured into ethyl acetate (50 mL), washed with water (2×20 mL), brine, drie... Yields the product NC(C(=O)N[C@@H]([C@@H](C)C1=CC=CC=C1)C=1NC(=CN1)C1=C(C=C(C=C1)C#C)F)C1=CC=C(C=C1)OCCOC(C)(C)C (2-amino-2-[4-(2-tert-butoxy-ethoxy)-phenyl]-N-{(1S,2S)-1-[5-(4-ethynyl-2-fluoro-phenyl)-1H-imidazol-2-yl]-2-phenyl-propyl}-acetamide). Starting materials: BrC1=CC(=C(CN2C(C3=CC=CC=C3C2=O)=O)C=C1)CC (2-(4-Bromo-2-ethyl-benzyl)-isoindole-1,3-dione), NN (hydrazine). The solvent is C(Cl)(Cl)Cl.C(C)O (chloroform ethanol). Product: BrC1=CC(=C(CN)C=C1)CC (4-Bromo-2-ethyl-benzylamine). Reaction SMILES: [Br:1][C:2]1[CH:19]=[CH:18][C:5]([CH2:6][N:7]2C(=O)C3C(=CC=CC=3)C2=O)=[C:4]([CH2:20][CH3:21])[CH:3]=1.NN>C(Cl)(Cl)Cl.C(O)C>[Br:1][C:2]1[CH:19]=[CH:18][C:5]([CH2:6][NH2:7])=[C:4]([CH2:20][CH3:21])[CH:3]=1 |f:2.3|. Reported procedure: 2-(4-Bromo-2-ethyl-benzyl)-isoindole-1,3-dione (4 g, 11.7 mmol) and hydrazine (1.8 mL, 58.3 mmol) in chloroform:ethanol (1:1.5, 250 mL) were refluxed for 4 h. The mixture was cooled to room temperature and filtered through a pad of celite. The solution was diluted in water and partitioned. The organic layer was washed with water, saturated sodium bicarbonate, then saturated sodium chloride, dried (Na2SO4), filtered, and then concentrated in vacuo to a yellow oil (2.2 g, 88%). 1H NMR (300 MHz, CD... Starting materials: BrC=1C=CC(=C(C(=O)OC)C1)C (methyl 5-bromo-2-methylbenzoate), [H-].[Al+3].[Li+].[H-].[H-].[H-] (lithium aluminum hydride), aqueous solution, S(O)(O)(=O)=O (sulfuric acid), C(C)(=O)OCC (ethyl acetate). The solvent is O1CCCC1 (tetrahydrofuran), C(C)OCC (diethyl ether), C(C)OCC (diethyl ether). Reaction conditions: time 2 hour. Yields the product BrC=1C=CC(=C(CO)C1)C (5-bromo-2-methylbenzylalcohol). The yield is 83.1%. As a reaction SMILES: [H-].[Al+3].[Li+].[H-].[H-].[H-].[Br:7][C:8]1[CH:9]=[CH:10][C:11]([CH3:18])=[C:12]([CH:17]=1)[C:13](OC)=[O:14].C(OCC)(=O)C.S(=O)(=O)(O)O>C(OCC)C.O1CCCC1>[Br:7][C:8]1[CH:9]=[CH:10][C:11]([CH3:18])=[C:12]([CH:17]=1)[CH2:13][OH:14] |f:0.1.2.3.4.5|. Procedure details: To a suspension of 4.2 g (0.1094 mol) of lithium aluminum hydride in 250 ml of dry diethyl ether was added dropwise a solution of 33.4 g (0.1458 mol) of methyl 5-bromo-2-methylbenzoate in 50 ml of dry diethyl ether at room temperature over 30 minutes with ice-cooling under an atmosphere of nitrogen. The mixture was stirred at room temperature for 2 hours. About 10 ml of ethyl acetate was added dropwise thereto and further about 50 ml of tetrahydrofuran was added thereto. The mixture was added to...